From a dataset of the Open Reaction Database (ORD), a public repository of structured organic reaction records. describe an organic reaction: reactants, conditions, products, and yield The reactants are [Al+3], COc1ccccc1, CO, COc1ccc(CN(C(=O)c2ccc(OC)c(-c3cccc(OC)c3)c2)c2ccc3cc(OCc4ccccc4)ccc3c2)cc1, [Cl-], [Cl-], [Cl-]. The product is COc1ccc(CN(C(=O)c2ccc(OC)c(-c3cccc(OC)c3)c2)c2ccc3cc(O)ccc3c2)cc1. As a reaction SMILES: [Al+3:2].[CH3:51][O:52][c:53]1[cH:54][cH:55][cH:56][cH:57][cH:58]1.[CH3:59][OH:60].[CH3:5][O:6][c:7]1[cH:8][cH:9][c:10]([CH2:11][N:12]([C:13]([c:14]2[cH:15][c:16](-[c:22]3[cH:23][c:24]([O:28][CH3:29])[cH:25][cH:26][cH:27]3)[c:17]([O:20][CH3:21])[cH:18][cH:19]2)=[O:30])[c:31]2[cH:32][c:33]3[cH:34][cH:35][c:36]([O:41][CH2:42][c:43]4[cH:44][cH:45][cH:46][cH:47][cH:48]4)[cH:37][c:38]3[cH:39][cH:40]2)[cH:49][cH:50]1.[Cl-:1].[Cl-:3].[Cl-:4]>>[CH3:5][O:6][c:7]1[cH:8][cH:9][c:10]([CH2:11][N:12]([C:13]([c:14]2[cH:15][c:16](-[c:22]3[cH:23][c:24]([O:28][CH3:29])[cH:25][cH:26][cH:27]3)[c:17]([O:20][CH3:21])[cH:18][cH:19]2)=[O:30])[c:31]2[cH:32][c:33]3[cH:34][cH:35][c:36]([OH:41])[cH:37][c:38]3[cH:39][cH:40]2)[cH:49][cH:50]1. Reactants: CN(C)P(N(C)C)(N(C)C)=NP(N=P(N(C)C)(N(C)C)N(C)C)(N=P(N(C)C)(N(C)C)N(C)C)=O (tris[tris(dimethylamino)phosphoranylidene-amino]phosphine oxide), C(CCCCCCCCC)S (decanethiol), O1C2C3CCC(C21)C3 (2,3-epoxynorbornane), hydrated tris[tris(dimethylamino)phosphoranylidene-amino]phosphine oxide, C1(=CC=CC=C1)O (phenol). Run in P(N(C)C)(N(C)C)N(C)C ((Me2N)3P). Yields the product C(CCCCCCCCC)SC1C2CCC(C1O)C2 (2-decylthio-3-hydroxynorbornane). Isolated yield 95.0%. RXN SMILES: CN(P(=NP(=O)(N=P(N(C)C)(N(C)C)N(C)C)N=P(N(C)C)(N(C)C)N(C)C)(N(C)C)N(C)C)C.C1(O)C=CC=CC=1.[CH2:43]([SH:53])[CH2:44][CH2:45][CH2:46][CH2:47][CH2:48][CH2:49][CH2:50][CH2:51][CH3:52].[O:54]1[CH:60]2[CH:55]1[CH:56]1[CH2:61][CH:59]2[CH2:58][CH2:57]1>P(N(C)C)(N(C)C)N(C)C>[CH2:43]([S:53][CH:60]1[CH:55]([OH:54])[CH:56]2[CH2:61][CH:59]1[CH2:58][CH2:57]2)[CH2:44][CH2:45][CH2:46][CH2:47][CH2:48][CH2:49][CH2:50][CH2:51][CH3:52]. Procedure details: A reaction was conducted as described in Example 1 except that tris[tris(dimethylamino)phosphoranylidene-amino]phosphine oxide was replaced with the same molar amount of a partially hydrated tris[tris(dimethylamino)phosphoranylidene-amino]phosphine oxide, [(Me2N)3P=N]3P=O.0.29H2O, phenol was replaced with the same molar amount of decanethiol and PGE was replaced with 2,3-epoxynorbornane. Desired 2-decylthio-3-hydroxynorbornane was formed in an analytical yield of 95% and isolated in a yield of 9... Starting materials: Cc1ccc(S(=O)(=O)OCCN2c3ccccc3COc3ccccc32)cc1, CNCCc1ccc(OC)cc1, CC#N, [I-], [Na+], [Na+], [Na+], O=C([O-])[O-]. Product: COc1ccc(CCN(C)CCN2c3ccccc3COc3ccccc32)cc1. RXN SMILES: [CH3:1][c:2]1[cH:3][cH:4][c:5]([S:6]([O:7][CH2:12][CH2:13][N:14]2[c:15]3[c:16]([cH:25][cH:26][cH:27][cH:28]3)[O:17][CH2:18][c:19]3[c:20]2[cH:21][cH:22][cH:23][cH:24]3)(=[O:8])=[O:9])[cH:10][cH:11]1.[CH3:29][NH:30][CH2:31][CH2:32][c:33]1[cH:34][cH:35][c:36]([O:39][CH3:40])[cH:37][cH:38]1.[CH3:49][C:50]#[N:51].[I-:48].[Na+:41].[Na+:42].[Na+:47].[O-:43][C:44](=[O:45])[O-:46]>>[CH2:12]([CH2:13][N:14]1[c:15]2[c:16]([cH:25][cH:26][cH:27][cH:28]2)[O:17][CH2:18][c:19]2[c:20]1[cH:21][cH:22][cH:23][cH:24]2)[N:30]([CH3:29])[CH2:31][CH2:32][c:33]1[cH:34][cH:35][c:36]([O:39][CH3:40])[cH:37][cH:38]1. Yields the product OC1=CC(=NC(=N1)C)C#N (6-hydroxy-2-methylpyrimidine-4-carbonitrile). Starting materials: COC1=CC=C(COC2=CC(=NC(=N2)C)C#N)C=C1 (6-[(4-methoxybenzyl)oxy]-2-methylpyrimidine-4-carbonitrile), C(=O)(C(F)(F)F)O (TFA). Run at time 10 minute. The solvent is C(Cl)Cl (DCM). Procedure details: The 6-[(4-methoxybenzyl)oxy]-2-methylpyrimidine-4-carbonitrile from step 2 of this example (2.8 g, 11 mmol) was dissolved in DCM (9.1 mL) and TFA (1.8 mL) was added via syringe drop-wise. The reaction was allowed to proceed 10 min. at room temperature and was concentrated to near dryness, without heating, under vacuum. The residue was dissolved in DCM (10 mL), and saturated NaHCO3 solution (aq, 5 mL) was added to adjust pH to ˜7. Acetic acid (1 mL) was then added to the solution to adjust pH to ... As a reaction SMILES: COC1C=CC(C[O:8][C:9]2[N:14]=[C:13]([CH3:15])[N:12]=[C:11]([C:16]#[N:17])[CH:10]=2)=CC=1.C(O)(C(F)(F)F)=O>C(Cl)Cl>[OH:8][C:9]1[N:14]=[C:13]([CH3:15])[N:12]=[C:11]([C:16]#[N:17])[CH:10]=1. Starting materials: C(C)(C)(C)C=1N=C(C2=C(N1)N(N=N2)CC)N2CC(CC2)(F)F (5-tert-Butyl-7-(3,3-difluoro-pyrrolidin-1-yl)-3-ethyl-3H-[1,2,3]triazolo[4,5-d]pyrimidine), C(C)(C)(C)C=1N=C(C2=C(N1)NN=N2)N2CC(CC2)(F)F (5-tert-butyl-7-(3,3-difluoropyrrolidin-1-yl)-3H-[1,2,3]triazolo[4,5-d]pyrimidine), Br.BrCCC1=NC=CC=C1 (2-(2-bromoethyl)pyridine hydrobromide). The product is C(C)(C)(C)C=1N=C(C2=C(N1)N(N=N2)CCC2=NC=CC=C2)N2CC(CC2)(F)F (5-tert-Butyl-7-(3,3-difluoro-pyrrolidin-1-yl)-3-(2-pyridin-2-yl-ethyl)-3H-[1,2,3]triazolo[4,5-d]pyrimidine). As a reaction SMILES: [C:1]([C:5]1[N:6]=[C:7]([N:16]2[CH2:20][CH2:19][C:18]([F:22])([F:21])[CH2:17]2)[C:8]2[N:13]=[N:12][N:11]([CH2:14][CH3:15])[C:9]=2[N:10]=1)([CH3:4])([CH3:3])[CH3:2].C(C1N=[C:29]([N:36]2[CH2:40][CH2:39][C:38](F)(F)[CH2:37]2)C2N=NNC=2N=1)(C)(C)C.Br.BrCCC1C=CC=CN=1>>[C:1]([C:5]1[N:6]=[C:7]([N:16]2[CH2:20][CH2:19][C:18]([F:21])([F:22])[CH2:17]2)[C:8]2[N:13]=[N:12][N:11]([CH2:14][CH2:15][C:40]3[CH:39]=[CH:38][CH:37]=[CH:29][N:36]=3)[C:9]=2[N:10]=1)([CH3:2])([CH3:3])[CH3:4] |f:2.3|. Reported procedure: In analogy to the procedure described for the synthesis of 5-tert-butyl-7-(3,3-difluoropyrrolidin-1-yl)-3-ethyl-3H-[1,2,3]triazolo[4,5-d]pyrimidine (example 61), the title compound was prepared from 5-tert-butyl-7-(3,3-difluoropyrrolidin-1-yl)-3H-[1,2,3]triazolo[4,5-d]pyrimidine and 2-(2-bromoethyl)pyridine hydrobromide and isolated as colorless gum. MS (m/e): 387.4 (MH+). Starting materials: COC(=O)C1=NC=C(C=C1)NCC1=CC(=CC=C1)Cl (5-(m-chlorobenzylamino)-pyridine-2-carboxylic acid methyl ester), C=O (formaldehyde). Run in C(=O)O (formic acid). Reaction conditions: time 1 day. Product: CN(CC1=CC(=CC=C1)Cl)C=1C=CC(=NC1)C(=O)O (5-(N-methyl-N-m-chlorobenzylamino)-pyridine-2-carboxylic acid). RXN SMILES: C[O:2][C:3]([C:5]1[CH:10]=[CH:9][C:8]([NH:11][CH2:12][C:13]2[CH:18]=[CH:17][CH:16]=[C:15]([Cl:19])[CH:14]=2)=[CH:7][N:6]=1)=[O:4].[CH2:20]=O>C(O)=O>[CH3:20][N:11]([C:8]1[CH:9]=[CH:10][C:5]([C:3]([OH:2])=[O:4])=[N:6][CH:7]=1)[CH2:12][C:13]1[CH:18]=[CH:17][CH:16]=[C:15]([Cl:19])[CH:14]=1. Reported procedure: The mixture of 10 g of 5-(m-chlorobenzylamino)-pyridine-2-carboxylic acid methyl ester, 13 ml of 35% aqueous formaldehyde and 13 ml of formic acid is stirred at the steam bath for one day. It is evaporated, the residue boiled with 100 ml of methanol, until dissolution, the solution filtered hot and the filtrate cooled. The precipitate formed is collected and recrystallized from methanol, to yield the 5-(N-methyl-N-m-chlorobenzylamino)-pyridine-2-carboxylic acid melting at 138°-140°. Starting materials: [O-2].[O-2].[O-2].[O-2].[O-2].[V+5].[V+5] (vanadium pentoxide), C(C(=O)O)(=O)O (oxalic acid), C(=O)N (formamide). The solvent is O (water). The product is C(C(=O)[O-])(=O)[O-].[V+5].C(C(=O)[O-])(=O)[O-].C(C(=O)[O-])(=O)[O-].C(C(=O)[O-])(=O)[O-].C(C(=O)[O-])(=O)[O-].[V+5] (vanadium oxalate). As a reaction SMILES: [O-2].[O-2].[O-2].[O-2].[O-2].[V+5:6].[V+5].[C:8]([OH:13])(=[O:12])[C:9]([OH:11])=[O:10].C(N)=O>O>[C:8]([O-:13])(=[O:12])[C:9]([O-:11])=[O:10].[V+5:6].[C:8]([O-:13])(=[O:12])[C:9]([O-:11])=[O:10].[C:8]([O-:13])(=[O:12])[C:9]([O-:11])=[O:10].[C:8]([O-:13])(=[O:12])[C:9]([O-:11])=[O:10].[C:8]([O-:13])(=[O:12])[C:9]([O-:11])=[O:10].[V+5:6] |f:0.1.2.3.4.5.6,10.11.12.13.14.15.16|. Reported procedure: To 40 ml of water is added 0.75 gram of vanadium pentoxide, 1.65 grams of oxalic acid and 3.75 grams of formamide at room temperature with stirring to form vanadium oxalate, and this solution was then mixed with 10.0 grams of the titanium dioxide anatase powder (which were first dispersed in 20 ml. of water). The resulting mixture was heated with stirring at 65° C. to evaporate the majority of the water, followed by drying in an oven (101 kPa) at 110° C. for 16 hours. The resulting solid was the... Starting materials: BrC=C1C2=C(OCC3=C1C=CC=C3Cl)C=CC=C2 (11-bromomethylene-7-chloro-6,11-dihydro-dibenzo[b,e]oxepine), [N+](=O)([O-])C=1C=C(C=CC1)B(O)O (m-nitrophenyl boronic acid). The product is ClC1=CC=CC=2C(C3=C(OCC21)C=CC=C3)=CC3=CC(=CC=C3)[N+](=O)[O-] (7-Chloro-11-(3-nitro-benzylidene)-6,11-dihydro-dibenzo[b,e]oxepine). Reaction SMILES: Br[CH:2]=[C:3]1[C:9]2[CH:10]=[CH:11][CH:12]=[C:13]([Cl:14])[C:8]=2[CH2:7][O:6][C:5]2[CH:15]=[CH:16][CH:17]=[CH:18][C:4]1=2.[N+:19]([C:22]1[CH:23]=[C:24](B(O)O)[CH:25]=[CH:26][CH:27]=1)([O-:21])=[O:20]>>[Cl:14][C:13]1[C:8]2[CH2:7][O:6][C:5]3[CH:15]=[CH:16][CH:17]=[CH:18][C:4]=3[C:3](=[CH:2][C:26]3[CH:25]=[CH:24][CH:23]=[C:22]([N+:19]([O-:21])=[O:20])[CH:27]=3)[C:9]=2[CH:10]=[CH:11][CH:12]=1. Procedure details: Following procedures essentially as described in Example 230, 11-bromomethylene-7-chloro-6,11-dihydro-dibenzo[b,e]oxepine is combined with m-nitrophenyl boronic acid to provide the title compound. The pure Z isomer is isolated by crystallization (diethyl ether) to give 1.4 g (31.7% yield) product. 1H NMR (400 MHz, CDCl3) δ 8.038-8.017 (d, 1H), 7.976 (s, 1H), 7.511-7.491 (d, 1H), 7.431-7.410 (d, 1H), 7.369-7.253 (m, 3H), 7.160-7.121 (t, 1H), 7.041-7.005 (m, 2H), 6.928-6.919 (d, 1H), 6.908-6.898 (...